Dataset: the Open Reaction Database (ORD), a public repository of structured organic reaction records. Task: describe an organic reaction: reactants, conditions, products, and yield Solvent: S(O)(O)(=O)=O (sulfuric acid), O (water). Procedure details: 1,2,3,4-Tetrahydro-8-methoxy-5H-[1]benzopyrano[3,4-c]pyridin-5-one (1.0 g) is dissolved in a mixture of concentrated sulfuric acid (3 ml) and water (2 ml). The resulting solution is cooled in an ice bath and concentrated nitric acid (1 ml) is added. The reaction mixture is stirred at room temperature for 20 hours. The reaction mixture is poured over ice and made basic with aqueous ammonium hydroxide solution. The product is filtered off and washed with water. Recrystallization from ethanol gave ... Starting materials: COC1=CC2=C(C=C1)C1=C(CNCC1)C(O2)=O (1,2,3,4-Tetrahydro-8-methoxy-5H-[1]benzopyrano[3,4-c]pyridin-5-one), [OH-].[NH4+] (ammonium hydroxide), [N+](=O)(O)[O-] (nitric acid). As a reaction SMILES: [CH3:1][O:2][C:3]1[CH:8]=[CH:7][C:6]2[C:9]3[CH2:14][CH2:13][NH:12][CH2:11][C:10]=3[C:15](=[O:17])[O:16][C:5]=2[CH:4]=1.[N+:18]([O-])([OH:20])=[O:19].[OH-].[NH4+]>S(=O)(=O)(O)O.O>[CH3:1][O:2][C:3]1[C:8]([N+:18]([O-:20])=[O:19])=[CH:7][C:6]2[C:9]3[CH2:14][CH2:13][NH:12][CH2:11][C:10]=3[C:15](=[O:17])[O:16][C:5]=2[CH:4]=1 |f:2.3|. Reaction conditions: time 20 hour. The product is COC1=CC2=C(C=C1[N+](=O)[O-])C1=C(CNCC1)C(O2)=O (1,2,3,4-Tetrahydro-8-methoxy-9-nitro-5H-[1]benzopyrano[3,4-c]pyridin-5-one). Starting materials: [Na+].BrCCCCS(=O)(=O)[O-] (4-Bromo-1-butane sulfonic acid sodium salt), S(=O)(Cl)Cl (thionyl chloride). The product is BrCCCCS(=O)(=O)Cl (4-Bromobutane-1-sulfonyl chloride). RXN SMILES: [Na+].[Br:2][CH2:3][CH2:4][CH2:5][CH2:6][S:7]([O-:10])(=O)=[O:8].S(Cl)([Cl:13])=O>>[Br:2][CH2:3][CH2:4][CH2:5][CH2:6][S:7]([Cl:13])(=[O:10])=[O:8] |f:0.1|. Reported procedure: 4-Bromo-1-butane sulfonic acid sodium salt (1.25 g) was added to thionyl chloride (12.5 mL) with stirring under nitrogen. The reaction was heated under reflux for 3 h, cooled, and concentrated under reduced pressure. The residue was then diluted with diethyl ether, washed with water, dried, filtered and concentrated under reduced pressure to afford 760 mg of a 7:3 mixture of desired product and the 4-chloro analog (instead of the 4-bromo). 1H NMR (300 MHz, CDCl3) δ3.70 (t, 2H), 3.46 (t, 2H), 2.2...